The task is: describe an organic reaction: reactants, conditions, products, and yield. This data is from the Open Reaction Database (ORD), a public repository of structured organic reaction records. The reactants are [Na] (sodium), four-mouth, C(CCCCCCC)C(C(=O)OCC)C(=O)OCC (diethyl n-octylmalonate), C[O-].[Na+] (sodium methylate), Cl.C[C@H](CCCCCOC1=CC=C(C(=N)N)C=C1)CC ((s)-4-(6-methyloctyloxy)benzamidine hydrochloric acid salt), S(O)(O)(=O)=O (sulfuric acid). Run in CO (methanol). Yields the product C(CCCCCCC)C=1C(=NC(=NC1O)C1=CC=C(C=C1)OCCCCC[C@H](CC)C)O ((s)-5-n-octyl-2-[4-(6methyloctyloxy)phenyl]-4,6-dihydroxy-pyrimidine). RXN SMILES: [Na].Cl.[CH3:3][C@@H:4]([CH2:20][CH3:21])[CH2:5][CH2:6][CH2:7][CH2:8][CH2:9][O:10][C:11]1[CH:19]=[CH:18][C:14]([C:15]([NH2:17])=[NH:16])=[CH:13][CH:12]=1.[CH2:22]([CH:30]([C:36](OCC)=[O:37])[C:31](OCC)=[O:32])[CH2:23][CH2:24][CH2:25][CH2:26][CH2:27][CH2:28][CH3:29].C[O-].[Na+].S(=O)(=O)(O)O>CO>[CH2:22]([C:30]1[C:31]([OH:32])=[N:16][C:15]([C:14]2[CH:18]=[CH:19][C:11]([O:10][CH2:9][CH2:8][CH2:7][CH2:6][CH2:5][C@@H:4]([CH3:3])[CH2:20][CH3:21])=[CH:12][CH:13]=2)=[N:17][C:36]=1[OH:37])[CH2:23][CH2:24][CH2:25][CH2:26][CH2:27][CH2:28][CH3:29] |f:1.2,4.5,^1:0|. Procedure details: Pour 1.15 g sodium metal, and 33 ml dry methanol into 100 ml four-mouth flask; add 5 g of optically active (s)-4-(6-methyloctyloxy)benzamidine hydrochloric acid salt, then pour 4.55 g of diethyl n-octylmalonate into this sodium methylate solution and then allow to react for 18 hours under heat and reflux conditions. After cooling, acidify the mixture utilizing concentrated sulfuric acid, and extract the crystals. The impure crystals are purified, and then optically active 6.32 g of (s)-5-n-octyl...